Dataset: the Open Reaction Database (ORD), a public repository of structured organic reaction records. Task: describe an organic reaction: reactants, conditions, products, and yield Starting materials: N1(CCCC1)CC1CCN(CC1)C1=CC=C(C=O)C=C1 (4-(4-Pyrrolidin-1-ylmethyl-pieridin-1-yl)-benzaldehyde), N1CCSCC1 (thiomorpholine). Product: N1(CCCC1)CC1CCN(CC1)C1=CC=C(CN2CCSCC2)C=C1 (4-{4-(4-Pyrrolidin-1-ylmethyl-piperidin-1-yl)-benzyl}-thiomorpholine). As a reaction SMILES: [N:1]1([CH2:6][CH:7]2[CH2:12][CH2:11][N:10]([C:13]3[CH:20]=[CH:19][C:16]([CH:17]=O)=[CH:15][CH:14]=3)[CH2:9][CH2:8]2)[CH2:5][CH2:4][CH2:3][CH2:2]1.[NH:21]1[CH2:26][CH2:25][S:24][CH2:23][CH2:22]1>>[N:1]1([CH2:6][CH:7]2[CH2:12][CH2:11][N:10]([C:13]3[CH:20]=[CH:19][C:16]([CH2:17][N:21]4[CH2:26][CH2:25][S:24][CH2:23][CH2:22]4)=[CH:15][CH:14]=3)[CH2:9][CH2:8]2)[CH2:5][CH2:4][CH2:3][CH2:2]1. Reported procedure: Prepared from the product of Example 9 and thiomorpholine. The reactants are CCOC(=O)C(OCC)C(=O)O, NC1C(=O)N(CCOCc2ccccc2)c2ccccc2-c2ccccc21. The product is CCOC(=O)C(OCC)C(=O)NC1C(=O)N(CCOCc2ccccc2)c2ccccc2-c2ccccc21. RXN SMILES: [CH2:28]([CH3:29])[O:30][C:31]([CH:32]([C:33](=[O:34])[OH:35])[O:36][CH2:37][CH3:38])=[O:39].[NH2:1][CH:2]1[c:3]2[c:4]([cH:24][cH:25][cH:26][cH:27]2)-[c:5]2[c:6]([cH:20][cH:21][cH:22][cH:23]2)[N:7]([CH2:10][CH2:11][O:12][CH2:13][c:14]2[cH:15][cH:16][cH:17][cH:18][cH:19]2)[C:8]1=[O:9]>>[NH:1]([CH:2]1[c:3]2[c:4]([cH:24][cH:25][cH:26][cH:27]2)-[c:5]2[c:6]([cH:20][cH:21][cH:22][cH:23]2)[N:7]([CH2:10][CH2:11][O:12][CH2:13][c:14]2[cH:15][cH:16][cH:17][cH:18][cH:19]2)[C:8]1=[O:9])[C:33]([CH:32]([C:31]([O:30][CH2:28][CH3:29])=[O:39])[O:36][CH2:37][CH3:38])=[O:34]. Starting materials: CCCCOC(C)Oc1ccc(-c2ccc3c(c2)C=C(C(=O)OC)CCN3Cc2cccc(OCCC)c2)cc1, CO, Cl, [Na+], C1CCOC1, [OH-], O. The product is CCCCOC(C)Oc1ccc(-c2ccc3c(c2)C=C(C(=O)O)CCN3Cc2cccc(OCCC)c2)cc1. Reaction SMILES: [CH2:1]([CH2:2][CH2:3][CH3:4])[O:5][CH:6]([CH3:7])[O:8][c:9]1[cH:10][cH:11][c:12](-[c:15]2[cH:16][cH:17][c:18]3[c:19]([cH:40]2)[CH:20]=[C:21]([C:36](=[O:37])[O:38][CH3:39])[CH2:22][CH2:23][N:24]3[CH2:25][c:26]2[cH:27][c:28]([O:32][CH2:33][CH2:34][CH3:35])[cH:29][cH:30][cH:31]2)[cH:13][cH:14]1.[CH3:50][OH:51].[ClH:44].[Na+:42].[O:45]1[CH2:46][CH2:47][CH2:48][CH2:49]1.[OH-:41].[OH2:43]>>[CH2:1]([CH2:2][CH2:3][CH3:4])[O:5][CH:6]([CH3:7])[O:8][c:9]1[cH:10][cH:11][c:12](-[c:15]2[cH:16][cH:17][c:18]3[c:19]([cH:40]2)[CH:20]=[C:21]([C:36](=[O:37])[OH:38])[CH2:22][CH2:23][N:24]3[CH2:25][c:26]2[cH:27][c:28]([O:32][CH2:33][CH2:34][CH3:35])[cH:29][cH:30][cH:31]2)[cH:13][cH:14]1.